Dataset: the Open Reaction Database (ORD), a public repository of structured organic reaction records. Task: describe an organic reaction: reactants, conditions, products, and yield Starting materials: C(C)O[C@H](C(=O)O)CC1=CC(=C(C=C1)OCCC=1N=C(OC1C)C1=CC=CC=C1)OC ((2S)-2-Ethoxy-3-{3-methoxy-4-[2-(5-methyl-2-phenyl-oxazol-4-yl)-ethoxy]-phenyl}-propionic acid), C(C1=CC=CC=C1)[C@@H]1N(C(OC1)=O)C([C@H](CC1=C2CCCC2=C(C=C1)OCCC=1N=C(OC1C)C1=CC=CC=C1)OC)=O ((S)-4-benzyl-3-(2(S)-methoxy-3-{7-[2-(5-methyl-2-phenyl-oxazol-4-yl)-ethoxy]-indan-4-yl}-propionyl)-oxazolidin-2-one), C(C)[SiH](CC)CC (triethylsilane), [OH-].[Na+] (NaOH), 3R, C(C1=CC=CC=C1)[C@@H]1N(C(OC1)=O)C([C@H]([C@@H](C1=C2CCCC2=C(C=C1)OCCC=1N=C(OC1C)C1=CC=CC=C1)O)OC)=O ((S)-4-benzyl-3-[(2S,3R)-3-hydroxy-2-methoxy-3-{7-[2-(5-methyl-2-phenyl-oxazol-4-yl)-ethoxy]-indan-4-yl}-propionyl]oxazolidin-2-one), C(C1=CC=CC=C1)[C@@H]1N(C(OC1)=O)C([C@H](CC1=C2CCCC2=C(C=C1)OCCC=1N=C(OC1C)C1=CC=CC=C1)OC)=O ((S)-4-benzyl-3-(2(S)-methoxy-3-{7-[2-(5-methyl-2-phenyl-oxazol-4-yl)-ethoxy]-indan-4-yl}-propionyl)-oxazolidin-2-one). The solvent is FC(C(=O)O)(F)F (trifluoroacetic acid), C1CCOC1 (THF). Yields the product CO[C@H](C(=O)O)CC1=C2CCCC2=C(C=C1)OCCC=1N=C(OC1C)C1=CC=CC=C1 ((S)-2-methoxy-3-{7-[2-(5-methyl-2-phenyl-oxazol-4-yl)-ethoxy]-in dan-4-yl}-propionic acid). Reaction SMILES: C([O:3][C@@H](CC1C=CC(OCCC2N=C(C3C=CC=CC=3)OC=2C)=C(OC)C=1)C(O)=O)C.C([C@H]1COC(=O)N1C(=O)[C@@H](OC)[C@H](O)C1C=CC(OCCC2N=C(C3C=CC=CC=3)OC=2C)=C2C=1CCC2)C1C=CC=CC=1.C([SiH](CC)CC)C.C([C@H]1COC(=O)N1[C:96](=[O:125])[C@@H:97]([O:123][CH3:124])[CH2:98][C:99]1[CH:107]=[CH:106][C:105]([O:108][CH2:109][CH2:110][C:111]2[N:112]=[C:113]([C:117]3[CH:122]=[CH:121][CH:120]=[CH:119][CH:118]=3)[O:114][C:115]=2[CH3:116])=[C:104]2[C:100]=1[CH2:101][CH2:102][CH2:103]2)C1C=CC=CC=1.[OH-].[Na+]>FC(F)(F)C(O)=O.C1COCC1>[CH3:124][O:123][C@@H:97]([CH2:98][C:99]1[CH:107]=[CH:106][C:105]([O:108][CH2:109][CH2:110][C:111]2[N:112]=[C:113]([C:117]3[CH:122]=[CH:121][CH:120]=[CH:119][CH:118]=3)[O:114][C:115]=2[CH3:116])=[C:104]2[C:100]=1[CH2:101][CH2:102][CH2:103]2)[C:96]([OH:3])=[O:125] |f:4.5|. Reported procedure: In analogy to the procedures described in examples 11 a] to 11 c], 7-[2-(5-methyl-2-phenyl-oxazol-4-yl)-ethoxy]-indan-4-carbaldehyde (example 91 b]) was reacted with (S)-4-benzyl-3-methoxyacetyl-oxazolidin-2-one and nBu2BOTf to yield (S)-4-benzyl-3-[(2S,3R)-3-hydroxy-2-methoxy-3-{7-[2-(5-methyl-2-phenyl-oxazol-4-yl)-ethoxy[-indan-4-yl}-propionyl]-oxazolidin-2-one (according to NMR, one of the four isomers is strongly predominating; the configuration was tentatively assigned as 2S, 3R according t... The reactants are CC(C)Cc1ccc(C(C)C(=O)O)cc1, [Na], CC(C(=O)O)c1ccccc1. Yields the product CC(C)Cc1ccc(C(C)C(=O)O)cc1, [Na]. Reaction SMILES: [CH3:12][CH:13]([CH3:14])[CH2:15][c:16]1[cH:17][cH:18][c:19]([CH:22]([CH3:23])[C:24]([OH:25])=[O:26])[cH:20][cH:21]1.[Na:27].[c:1]1([CH:2]([CH3:3])[C:4]([OH:5])=[O:6])[cH:7][cH:8][cH:9][cH:10][cH:11]1>>[CH3:12][CH:13]([CH3:14])[CH2:15][c:16]1[cH:17][cH:18][c:19]([CH:22]([CH3:23])[C:24](=[O:25])[OH:26])[cH:20][cH:21]1.[Na:27]. The reactants are C(#N)C=1C=C(C=CC1)CC(=O)O (2-(3-cyanophenyl)acetic acid), S(=O)(Cl)Cl (sulfurous dichloride), CN(C=O)C (N,N-dimethylformamide), O (water). Solvent: CO (methanol). Reaction conditions: temperature 80 celsius. Product: C(#N)C=1C=C(C=CC1)CC(=O)OC (methyl 2-(3-cyanophenyl)acetate). RXN SMILES: [C:1]([C:3]1[CH:4]=[C:5]([CH2:9][C:10]([OH:12])=[O:11])[CH:6]=[CH:7][CH:8]=1)#[N:2].S(Cl)(Cl)=O.[CH3:17]N(C)C=O.O>CO>[C:1]([C:3]1[CH:4]=[C:5]([CH2:9][C:10]([O:12][CH3:17])=[O:11])[CH:6]=[CH:7][CH:8]=1)#[N:2]. Procedure details: To a solution of 2-(3-cyanophenyl)acetic acid (1, 6.2 mmol) in methanol (20 ml) was added sulfurous dichloride (5 ml) and 0.1 ml N,N-dimethylformamide. Then the reaction mixture was heated to 80° C. for 2 h. When TLC indicated that the starting material was consumed, the mixture was concentrated to give the residue. The residue was poured into water (20 ml) and was extracted by ethyl acetate (50 m1*2). The organic layer was dried by anhydrous sodium sulfate, filtered, concentrated to give the de... The reactants are C(C)OC(=O)C1=NC(=CN=C1NC=1C=NC=NC1)C (6-Methyl-3-(pyrimidin-5-ylamino)-pyrazine-2-carboxylic acid ethyl ester), [OH-].[Li+] (lithium hydroxide). Run in C1CCOC1.C(C)O (THF ethanol). Run at temperature 0 celsius, time 1 hour. Product: CC1=CN=C(C(=N1)C(=O)O)NC=1C=NC=NC1 (6-Methyl-3-(pyrimidin-5-ylamino)-pyrazine-2-carboxylic acid). The yield is 69.6%. RXN SMILES: C([O:3][C:4]([C:6]1[C:11]([NH:12][C:13]2[CH:14]=[N:15][CH:16]=[N:17][CH:18]=2)=[N:10][CH:9]=[C:8]([CH3:19])[N:7]=1)=[O:5])C.[OH-].[Li+]>C1COCC1.C(O)C>[CH3:19][C:8]1[N:7]=[C:6]([C:4]([OH:5])=[O:3])[C:11]([NH:12][C:13]2[CH:18]=[N:17][CH:16]=[N:15][CH:14]=2)=[N:10][CH:9]=1 |f:1.2,3.4|. Procedure details: 6-Methyl-3-(pyrimidin-5-ylamino)-pyrazine-2-carboxylic acid ethyl ester (300 mg, 1.15 mmol) was dissolved in a THF/ethanol (5 ml/1 ml) mixture, cooled to 0° C. and treated with lithium hydroxide (4.7 ml, 1N aqueous solution). The reaction mixture was allowed to warms to ambient temperature and stirred at that temperature for 1 hour. The pH value was subsequently adjusted to acidic and the resulting suspension was filtrated. The precipitate was washed with water and ethyl acetate and dried to yie... Starting materials: COc1c(Cl)c(C)c(C(C)=O)c(OCCBr)c1OCCC(C)c1ccc(F)cc1, CC(C)(C)OC(=O)N1CCC(O)CC1, O=C([O-])[O-], ClCCl, [Cs+], [Cs+], O=C(O)C(F)(F)F, CN(C)C=O, O. Product: COc1c(Cl)c(C)c(C(C)=O)c(OCCN2CCC(O)CC2)c1OCCC(C)c1ccc(F)cc1. Reaction SMILES: [Br:22][CH2:23][CH2:24][O:25][c:26]1[c:27]([C:48]([CH3:49])=[O:50])[c:28]([CH3:47])[c:29]([Cl:46])[c:30]([O:44][CH3:45])[c:31]1[O:32][CH2:33][CH2:34][CH:35]([CH3:36])[c:37]1[cH:38][cH:39][c:40]([F:43])[cH:41][cH:42]1.[C:1]([O:2][C:3]([CH3:4])([CH3:5])[CH3:6])(=[O:7])[N:8]1[CH2:9][CH2:10][CH:11]([OH:14])[CH2:12][CH2:13]1.[C:51](=[O:52])([O-:53])[O-:54].[Cl:57][CH2:58][Cl:59].[Cs+:55].[Cs+:56].[F:15][C:16]([F:17])([F:18])[C:19]([OH:20])=[O:21].[O:60]=[CH:61][N:62]([CH3:63])[CH3:64].[OH2:65]>>[CH2:1]([N:8]1[CH2:9][CH2:10][CH:11]([OH:14])[CH2:12][CH2:13]1)[CH2:24][O:25][c:26]1[c:27]([C:48]([CH3:49])=[O:50])[c:28]([CH3:47])[c:29]([Cl:46])[c:30]([O:44][CH3:45])[c:31]1[O:32][CH2:33][CH2:34][CH:35]([CH3:36])[c:37]1[cH:38][cH:39][c:40]([F:43])[cH:41][cH:42]1. Reactants: CC=1C=CC(=C(C(=O)N)C1)[N+](=O)[O-] (5-methyl-2-nitrobenzamide). The reagents and catalysts are [C].[Pd] (palladium carbon). Solvent: CO (methanol). Conditions: time 12 hour. Yields the product NC1=C(C(=O)N)C=C(C=C1)C (2-amino-5-methylbenzamide). Isolated yield 99.1%. As a reaction SMILES: [CH3:1][C:2]1[CH:3]=[CH:4][C:5]([N+:11]([O-])=O)=[C:6]([CH:10]=1)[C:7]([NH2:9])=[O:8]>CO.[C].[Pd]>[NH2:11][C:5]1[CH:4]=[CH:3][C:2]([CH3:1])=[CH:10][C:6]=1[C:7]([NH2:9])=[O:8] |f:2.3|. Procedure: To a solution of 5-methyl-2-nitrobenzamide (15.0 g, 83.3 mmol) in methanol (300 mL) was added 10% palladium carbon (2.50 g), and the mixture was stirred at room temperature for 12 hr under hydrogen atmosphere (1 atm). The insoluble material was filtered off, and the filtrate was concentrated to give 2-amino-5-methylbenzamide as a white powder (12.4 g, 99%). Starting materials: CCO, CCOC(=O)c1nc(S)n(C)c1N. Yields the product CCOC(=O)c1ncn(C)c1N. As a reaction SMILES: [CH3:14][CH2:15][OH:16].[NH2:1][c:2]1[c:3]([C:9](=[O:10])[O:11][CH2:12][CH3:13])[n:4][c:5]([SH:8])[n:6]1[CH3:7]>>[NH2:1][c:2]1[c:3]([C:9](=[O:10])[O:11][CH2:12][CH3:13])[n:4][cH:5][n:6]1[CH3:7].